Dataset: the Open Reaction Database (ORD), a public repository of structured organic reaction records. Task: describe an organic reaction: reactants, conditions, products, and yield Starting materials: Cc1nc(-c2ccc(N)cc2)no1, C[Si](C)(C)C#N, CCOC(C)=O, ClCCl, COc1cc(C=O)c(F)c(O[Si](C(C)C)(C(C)C)C(C)C)c1. The product is COc1cc(O[Si](C(C)C)(C(C)C)C(C)C)c(F)c(C(C#N)Nc2ccc(-c3noc(C)n3)cc2)c1. As a reaction SMILES: [CH3:1][c:2]1[n:3][c:4](-[c:7]2[cH:8][cH:9][c:10]([NH2:13])[cH:11][cH:12]2)[n:5][o:6]1.[CH3:36][Si:37]([CH3:38])([CH3:39])[C:40]#[N:41].[CH3:42][CH2:43][O:44][C:45](=[O:46])[CH3:47].[Cl:48][CH2:49][Cl:50].[F:14][c:15]1[c:16]([CH:17]=[O:18])[cH:19][c:20]([O:34][CH3:35])[cH:21][c:22]1[O:23][Si:24]([CH:25]([CH3:26])[CH3:27])([CH:28]([CH3:29])[CH3:30])[CH:31]([CH3:32])[CH3:33]>>[CH3:1][c:2]1[n:3][c:4](-[c:7]2[cH:8][cH:9][c:10]([NH:13][CH:17]([c:16]3[c:15]([F:14])[c:22]([O:23][Si:24]([CH:25]([CH3:26])[CH3:27])([CH:28]([CH3:29])[CH3:30])[CH:31]([CH3:32])[CH3:33])[cH:21][c:20]([O:34][CH3:35])[cH:19]3)[C:40]#[N:41])[cH:11][cH:12]2)[n:5][o:6]1. Starting materials: [OH-].[K+] (potassium hydroxide), [N+](=O)([O-])C1=C(C=CC=C1OC1=C(C=CC=C1)C)CC(=O)OCC (ethyl 2-[2-nitro-3-(o-tolyloxy)phenyl]acetate). The solvent is CO (methanol), CO (methanol). Yields the product [N+](=O)([O-])C1=C(C=CC=C1OC1=C(C=CC=C1)C)CC(=O)O (2-[2-nitro-3-(o-tolyloxy)phenyl]acetic acid). The yield is 42.2%. RXN SMILES: [OH-].[K+].[N+:3]([C:6]1[C:11]([O:12][C:13]2[CH:18]=[CH:17][CH:16]=[CH:15][C:14]=2[CH3:19])=[CH:10][CH:9]=[CH:8][C:7]=1[CH2:20][C:21]([O:23]CC)=[O:22])([O-:5])=[O:4]>CO>[N+:3]([C:6]1[C:11]([O:12][C:13]2[CH:18]=[CH:17][CH:16]=[CH:15][C:14]=2[CH3:19])=[CH:10][CH:9]=[CH:8][C:7]=1[CH2:20][C:21]([OH:23])=[O:22])([O-:5])=[O:4] |f:0.1|. Procedure details: A solution of potassium hydroxide (3 g) in methanol (30 ml) was added to a solution of ethyl 2-[2-nitro-3-(o-tolyloxy)phenyl]acetate (3.9 g) in methanol (30 ml), and the mixture was stirred at room temperature for an hour. The reaction mixture was evaporated in vacuo, and the residue was dissolved in water. The aqueous solution was washed with diethyl ether and acidified with conc. hydrochloric acid. The precipitating crystals were collected by filtration and recrystallized from ethanol to give ... The reactants are ClCCl, CCOC(C)=O, [Cl-], [Cl-], [Cl-], [Cl-], COC(Cl)Cl, CCOC(=O)C1Oc2ccc(Cl)c(Cl)c2O1, [Ti+4]. Product: CCOC(=O)C1Oc2cc(C=O)c(Cl)c(Cl)c2O1. RXN SMILES: [CH2:22]([Cl:23])[Cl:24].[CH3:30][CH2:31][O:32][C:33](=[O:34])[CH3:35].[Cl-:25].[Cl-:26].[Cl-:27].[Cl-:28].[Cl:17][CH:18]([O:19][CH3:21])[Cl:20].[Cl:1][c:2]1[c:3]([Cl:16])[cH:4][cH:5][c:6]2[c:10]1[O:9][CH:8]([C:11](=[O:12])[O:13][CH2:14][CH3:15])[O:7]2.[Ti+4:29]>>[Cl:1][c:2]1[c:3]([Cl:16])[c:4]([CH:18]=[O:19])[cH:5][c:6]2[c:10]1[O:9][CH:8]([C:11](=[O:12])[O:13][CH2:14][CH3:15])[O:7]2. Reactants: O=C([O-])[O-], COc1cccc(CBr)c1, [K+], [K+], Nc1ccccc1N1CCCCC1, Nc1ccccc1, CN(C)C=O. The product is COc1cccc(CNc2ccccc2N2CCCCC2)c1. RXN SMILES: [C:24](=[O:25])([O-:26])[O-:27].[CH3:14][O:15][c:16]1[cH:17][c:18]([CH2:19][Br:20])[cH:21][cH:22][cH:23]1.[K+:28].[K+:29].[N:1]1([c:7]2[c:8]([NH2:9])[cH:10][cH:11][cH:12][cH:13]2)[CH2:2][CH2:3][CH2:4][CH2:5][CH2:6]1.[NH2:30][c:31]1[cH:32][cH:33][cH:34][cH:35][cH:36]1.[O:37]=[CH:38][N:39]([CH3:40])[CH3:41]>>[N:1]1([c:7]2[c:8]([NH:9][CH2:19][c:18]3[cH:17][c:16]([O:15][CH3:14])[cH:23][cH:22][cH:21]3)[cH:10][cH:11][cH:12][cH:13]2)[CH2:2][CH2:3][CH2:4][CH2:5][CH2:6]1.